This data is from the Open Reaction Database (ORD), a public repository of structured organic reaction records. The task is: describe an organic reaction: reactants, conditions, products, and yield The reactants are C[Mg]Cl (methylmagnesium chloride), O1CCCC1 (tetrahydrofuran), carboxylic acid, 11, Cl (hydrochloric acid), O1CCCC1 (tetrahydrofuran). Solvent: O (water). Reaction conditions: temperature 0 celsius, time 18 hour. The product is OC(CC1=CC=C(C=C1)CC(=O)O)(C)C ([4-(2-Hydroxy-2-methylpropyl)phenyl]acetic acid). As a reaction SMILES: C[Mg]Cl.Cl.[O:5]1[CH2:9][CH2:8][CH2:7][CH2:6]1>O>[OH:5][C:9]([CH3:8])([CH3:9])[CH2:8][C:7]1[CH:6]=[CH:7][C:7]([CH2:8][C:9]([OH:5])=[O:5])=[CH:6][CH:6]=1. Reported procedure: The carboxylic acid of preparation 11 (18.26 g, 82.0 mmol) was dissolved in tetrahydrofuran (450 ml) and the solution cooled to 0° C. and treated dropwise with a solution of methylmagnesium chloride in tetrahydrofuran (82 ml, 246 mmol). The reaction mixture was allowed to warm to room temperature and left to stand for 18 hours. The reaction mixture was slowly diluted with water (80 ml) followed by 2M hydrochloric acid (120 ml, 240 mmol). The mixture was extracted with ethyl acetate (3×100 ml) an... The reactants are ClCCl, N, O, COC(=O)c1ccc(CO)cc1, BrP(Br)Br. Product: COC(=O)c1ccc(CBr)cc1. RXN SMILES: [Cl:13][CH2:14][Cl:15].[NH3:20].[OH2:21].[OH:1][CH2:2][c:3]1[cH:4][cH:5][c:6]([C:7](=[O:8])[O:9][CH3:10])[cH:11][cH:12]1.[P:16]([Br:17])([Br:18])[Br:19]>>[CH2:2]([c:3]1[cH:4][cH:5][c:6]([C:7](=[O:8])[O:9][CH3:10])[cH:11][cH:12]1)[Br:17]. Starting materials: CC(C)(C)N(C(=O)[O-])C(Cc1ccc(O)cn1)C(=O)NCc1ccc(C(=O)NO)cc1, ClCCl, O=C(O)C(F)(F)F. Product: NC(Cc1ccc(O)cn1)C(=O)NCc1ccc(C(=O)NO)cc1. As a reaction SMILES: [C:1]([N:5]([C:2](=[O:3])[O-:4])[CH:9]([C:10](=[O:11])[NH:12][CH2:13][c:14]1[cH:15][cH:16][c:17]([C:20]([NH:21][OH:22])=[O:23])[cH:18][cH:19]1)[CH2:24][c:25]1[n:26][cH:27][c:28]([OH:31])[cH:29][cH:30]1)([CH3:6])([CH3:7])[CH3:8].[Cl:39][CH2:40][Cl:41].[F:32][C:33]([F:34])([F:35])[C:36]([OH:37])=[O:38]>>[NH2:5][CH:9]([C:10](=[O:11])[NH:12][CH2:13][c:14]1[cH:15][cH:16][c:17]([C:20]([NH:21][OH:22])=[O:23])[cH:18][cH:19]1)[CH2:24][c:25]1[n:26][cH:27][c:28]([OH:31])[cH:29][cH:30]1. Reactants: O=C([O-])[O-], CCCCN=c1c2ccccc2sc2c(C(=O)O)c(C(=O)O)cc([N+](=O)[O-])c12, [K+], [K+], CN(C)C=O. Yields the product CCCCN=c1c2ccccc2sc2c(C(=O)O)c(C(=O)O)cc(O)c12. Reaction SMILES: [C:29]([O-:30])(=[O:31])[O-:32].[CH2:1]([CH2:2][CH2:3][CH3:4])[N:5]=[c:6]1[c:7]2[cH:8][cH:9][cH:10][cH:11][c:12]2[s:13][c:14]2[c:15]([C:26](=[O:27])[OH:28])[c:16]([C:23](=[O:24])[OH:25])[cH:17][c:18]([N+:20]([O-:21])=[O:22])[c:19]12.[K+:33].[K+:34].[O:35]=[CH:36][N:37]([CH3:38])[CH3:39]>>[CH2:1]([CH2:2][CH2:3][CH3:4])[N:5]=[c:6]1[c:7]2[cH:8][cH:9][cH:10][cH:11][c:12]2[s:13][c:14]2[c:15]([C:26](=[O:27])[OH:28])[c:16]([C:23](=[O:24])[OH:25])[cH:17][c:18]([OH:30])[c:19]12. Reactants: OC1CCNCC1 (4-hydroxypiperidine), BrC1=CC=CC(=N1)C=O (6-bromo-2-pyridine-carboxaldehyde). Yields the product BrC1=NC(=CC=C1)CN1CCC(CC1)O (2-bromo-6-[(4-hydroxypiperidyl)methyl]-pyridine). Reaction SMILES: [OH:1][CH:2]1[CH2:7][CH2:6][NH:5][CH2:4][CH2:3]1.[Br:8][C:9]1[N:14]=[C:13]([CH:15]=O)[CH:12]=[CH:11][CH:10]=1>>[Br:8][C:9]1[CH:10]=[CH:11][CH:12]=[C:13]([CH2:15][N:5]2[CH2:6][CH2:7][CH:2]([OH:1])[CH2:3][CH2:4]2)[N:14]=1. Procedure: 10] To 4-hydroxypiperidine (143 mg, 1.41 mmol) was added a solution of 6-bromo-2-pyridine-carboxaldehyde (200 mg, 1.08 mmol) to give 2-bromo-6-[(4-hydroxypiperidyl)methyl]-pyridine as a white -solid. MS m/z: 271.0 (M+H). Calc'd for C11H15BrN2O—271.15.